This data is from the Open Reaction Database (ORD), a public repository of structured organic reaction records. The task is: describe an organic reaction: reactants, conditions, products, and yield Starting materials: COC(=O)c1ccc(Br)cc1C, CCOCC. The product is Cc1cc(Br)ccc1CO. As a reaction SMILES: [Br:1][c:2]1[cH:3][c:4]([CH3:12])[c:5]([C:6](=[O:7])[O:8][CH3:9])[cH:10][cH:11]1.[CH3:13][CH2:14][O:15][CH2:16][CH3:17]>>[Br:1][c:2]1[cH:3][c:4]([CH3:12])[c:5]([CH2:6][OH:7])[cH:10][cH:11]1.